Dataset: the Open Reaction Database (ORD), a public repository of structured organic reaction records. Task: describe an organic reaction: reactants, conditions, products, and yield The reactants are BrC1C=CCCC1 (1-bromocyclohex-2-ene), CC1=C(C(N(CO1)C(C=O)(C)C)=O)C1=CC=CC=C1 (2-(2,3-dihydro-6-methyl-4-oxo-5-phenyl-4H-1,3-oxazin-3-yl)-2-methylpropionaldehyde), C(C)(=O)OCC (Ethyl acetate), O (water). The solvent is O1CCCC1 (tetrahydrofuran), O1CCCC1 (tetrahydrofuran). As a reaction SMILES: Br[CH:2]1[CH2:7][CH2:6][CH2:5][CH:4]=[CH:3]1.[CH3:8][C:9]1[O:14][CH2:13][N:12]([C:15]([CH3:19])([CH3:18])[CH:16]=[O:17])[C:11](=[O:20])[C:10]=1[C:21]1[CH:26]=[CH:25][CH:24]=[CH:23][CH:22]=1.C(OCC)(=O)C.O>O1CCCC1.[Zn]>[CH:2]1([CH:16]([OH:17])[C:15]([N:12]2[C:11](=[O:20])[C:10]([C:21]3[CH:22]=[CH:23][CH:24]=[CH:25][CH:26]=3)=[C:9]([CH3:8])[O:14][CH2:13]2)([CH3:19])[CH3:18])[CH2:7][CH2:6][CH2:5][CH:4]=[CH:3]1. The reagents and catalysts are [Zn] (zinc). Conditions: temperature 20 celsius, time 1 hour. Yield: 96.8%. Reported procedure: A solution of 1-bromocyclohex-2-ene (7.2 g) in tetrahydrofuran was added dropwise during 0.5 hour to a stirred mixture of 2-(2,3-dihydro-6-methyl-4-oxo-5-phenyl-4H-1,3-oxazin-3-yl)-2-methylpropionaldehyde (4.0 g) and zinc powder (3.2 g) in tetrahydrofuran below -20° C. under an inert atmosphere. The mixture was stirred for 1 hour below -20° C. and warmed to 20° C. Ethyl acetate and water were added and the organic phase washed (brine), dried (magnesium sulphate), evaporated and purified by silic... Yields the product C1(C=CCCC1)C(C(C)(C)N1COC(=C(C1=O)C1=CC=CC=C1)C)O (1-(cyclohex-2-enyl)-2-(2,3-dihydro-6-methyl-4-oxo-5-phenyl-4H-1,3-oxazin-3-yl)-2-methylpropan-1-ol). Starting materials: CC(C)(C)CO, CN(C)C=O, N#Cc1cc([N+](=O)[O-])ccc1Cl, [H-], [Na+], O. The product is CC(C)(C)COc1ccc([N+](=O)[O-])cc1C#N. RXN SMILES: [CH2:18]([C:19]([CH3:20])([CH3:21])[CH3:22])[OH:23].[CH3:1][N:2]([CH3:3])[CH:4]=[O:5].[Cl:6][c:7]1[c:8]([C:9]#[N:10])[cH:11][c:12]([N+:15](=[O:16])[O-:17])[cH:13][cH:14]1.[H-:24].[Na+:25].[OH2:26]>>[c:7]1([O:23][CH2:18][C:19]([CH3:20])([CH3:21])[CH3:22])[c:8]([C:9]#[N:10])[cH:11][c:12]([N+:15](=[O:16])[O-:17])[cH:13][cH:14]1. Starting materials: ClC1=CC=C(C=C1)C1(CCNCC1)O (4-(4-chlorophenyl)-4-hydroxypiperidine), C(C)(=O)O (acetic acid), C(#N)[BH3-].[Na+] (sodium cyanoborohydride), [N+](=O)([O-])C1=CC=C(C=C1)N1CCC(CC1)=O (1-(4-nitrophenyl)-4-piperidone). The product is ClC1=CC=C(C=C1)C1(CCN(CC1)C1CCN(CC1)C1=CC=C(C=C1)[N+](=O)[O-])O (4-(4-Chlorophenyl)-1-[1-(4-nitrophenyl)-4-piperidinyl]-4-piperidinol). RXN SMILES: [N+:1]([C:4]1[CH:9]=[CH:8][C:7]([N:10]2[CH2:15][CH2:14][C:13](=O)[CH2:12][CH2:11]2)=[CH:6][CH:5]=1)([O-:3])=[O:2].[Cl:17][C:18]1[CH:23]=[CH:22][C:21]([C:24]2([OH:30])[CH2:29][CH2:28][NH:27][CH2:26][CH2:25]2)=[CH:20][CH:19]=1.C(O)(=O)C.C([BH3-])#N.[Na+]>>[Cl:17][C:18]1[CH:23]=[CH:22][C:21]([C:24]2([OH:30])[CH2:25][CH2:26][N:27]([CH:13]3[CH2:14][CH2:15][N:10]([C:7]4[CH:8]=[CH:9][C:4]([N+:1]([O-:3])=[O:2])=[CH:5][CH:6]=4)[CH2:11][CH2:12]3)[CH2:28][CH2:29]2)=[CH:20][CH:19]=1 |f:3.4|. Procedure: 3.0 g (13.6 mmol) of 1-(4-nitrophenyl)-4-piperidone (cf. Taylor et al. Synthesis (1981) 606], 2.9 g (13.6 mmol) of 4-(4-chlorophenyl)-4-hydroxypiperidine, 0.8 g (13.6 mmol) of acetic acid and 0.9 g (13.6 mmol) of sodium cyanoborohydride were reacted as in Example 1. Reactants: ClC=1C=C(C=CC1)C1=CNC(C=2C=CC=NC12)=O (8-(3-chlorophenyl)-1,6-naphthyridin-5-one), S1C(=CC=C1)CO (thiophenemethanol), C1(=CC=CC=C1)P(C1=CC=CC=C1)C1=CC=CC=C1 (triphenylphosphine), CC(C)OC(=O)/N=N/C(=O)OC(C)C (diisopropylazodicarboxylate). Conditions: time 8 hour. Yields the product S1C(=CC=C1)CN1C(C=2C=CC=NC2C(=C1)C1=CC(=CC=C1)Cl)=O (6-(2-thienylmethyl)-8-(3-chlorophenyl)-1,6-naphthyridin-5-one). Isolated yield 55.5%. As a reaction SMILES: [Cl:1][C:2]1[CH:3]=[C:4]([C:8]2[C:17]3[N:16]=[CH:15][CH:14]=[CH:13][C:12]=3[C:11](=[O:18])[NH:10][CH:9]=2)[CH:5]=[CH:6][CH:7]=1.[S:19]1[CH:23]=[CH:22][CH:21]=[C:20]1[CH2:24]O.C1(P(C2C=CC=CC=2)C2C=CC=CC=2)C=CC=CC=1.CC(OC(/N=N/C(OC(C)C)=O)=O)C>>[S:19]1[CH:23]=[CH:22][CH:21]=[C:20]1[CH2:24][N:10]1[CH:9]=[C:8]([C:4]2[CH:5]=[CH:6][CH:7]=[C:2]([Cl:1])[CH:3]=2)[C:17]2[N:16]=[CH:15][CH:14]=[CH:13][C:12]=2[C:11]1=[O:18]. Procedure details: To a suspension of 8-(3-chlorophenyl)-1,6-naphthyridin-5-one (128 mg, 0.5 mmoles), thiophenemethanol (0.08 ml, 0.6 mmoles), and triphenylphosphine (197 mg, 0.75 mmoles) was added dropwise diisopropylazodicarboxylate (0.15 ml, 0.75 mmoles) under an atmosphere of nitrogen at 21° C. The reaction mixture was stirred overnight and concentrated under vacuum to give an oil. The oil was chromatographed with silica gel (eluting with 1:4 ethyl acetate/hexane) to give (after crystallization from methanol) ... The reactants are ClC1=CC(N(C=N1)C1=CC(=C(C=C1)OCC(C)(C)O)OC)=O (6-chloro-3-(4-(2-hydroxy-2-methylpropoxy)-3-methoxyphenyl)pyrimidin-4(3H)-one), ClC1=CC=C(/C=C/B(O)O)C=C1 ((E)-4-chlorostyrylboronic acid), P(=O)([O-])([O-])[O-].[K+].[K+].[K+] (potassium phosphate). The reagents and catalysts are C=1C=CC(=CC1)[P](C=2C=CC=CC2)(C=3C=CC=CC3)[Pd]([P](C=4C=CC=CC4)(C=5C=CC=CC5)C=6C=CC=CC6)([P](C=7C=CC=CC7)(C=8C=CC=CC8)C=9C=CC=CC9)[P](C=1C=CC=CC1)(C=1C=CC=CC1)C=1C=CC=CC1 (palladiumtetrakis). The solvent is C(Cl)Cl (DCM), CN(C)C=O (DMF). Conditions: temperature 55 celsius, time 1 hour. Product: ClC1=CC=C(/C=C/C2=CC(N(C=N2)C2=CC(=C(C=C2)OCC(C)(C)O)OC)=O)C=C1 ((E)-6-(4-chlorostyryl)-3-(4-(2-hydroxy-2-methylpropoxy)-3-methoxyphenyl)pyrimidin-4(3H)-one). The yield is 31.0%. RXN SMILES: Cl[C:2]1[N:7]=[CH:6][N:5]([C:8]2[CH:13]=[CH:12][C:11]([O:14][CH2:15][C:16]([OH:19])([CH3:18])[CH3:17])=[C:10]([O:20][CH3:21])[CH:9]=2)[C:4](=[O:22])[CH:3]=1.[Cl:23][C:24]1[CH:34]=[CH:33][C:27](/[CH:28]=[CH:29]/B(O)O)=[CH:26][CH:25]=1.P([O-])([O-])([O-])=O.[K+].[K+].[K+]>CN(C=O)C.C(Cl)Cl.C1C=CC([P]([Pd]([P](C2C=CC=CC=2)(C2C=CC=CC=2)C2C=CC=CC=2)([P](C2C=CC=CC=2)(C2C=CC=CC=2)C2C=CC=CC=2)[P](C2C=CC=CC=2)(C2C=CC=CC=2)C2C=CC=CC=2)(C2C=CC=CC=2)C2C=CC=CC=2)=CC=1>[Cl:23][C:24]1[CH:34]=[CH:33][C:27](/[CH:28]=[CH:29]/[C:2]2[N:7]=[CH:6][N:5]([C:8]3[CH:13]=[CH:12][C:11]([O:14][CH2:15][C:16]([OH:19])([CH3:18])[CH3:17])=[C:10]([O:20][CH3:21])[CH:9]=3)[C:4](=[O:22])[CH:3]=2)=[CH:26][CH:25]=1 |f:2.3.4.5,^1:54,56,75,94|. Reported procedure: A mixture of 6-chloro-3-(4-(2-hydroxy-2-methylpropoxy)-3-methoxyphenyl)pyrimidin-4(3H)-one Part A of Procedure 11 (40 mg, 0.12 mmol), (E)-4-chlorostyrylboronic acid (56 mg, 0.30 mmol), potassium phosphate, tribasic (78 mg, 0.37 mmol), and palladiumtetrakis (7 mg, 6.16 μmol) in DMF (1 mL) was stirred under nitrogen at 55° C. for 1 hour. The mixture was diluted with DCM, washed with water, sat. NaHCO3 and brine, then dried (Na2SO4) and concentrated to afford the crude product. The crude product wa... The reactants are C(CCC)N1C(=C(C(C=C1C)=O)C(=O)NC1=C(C=CC=C1CC)CC)C (1-butyl-N-(2,6-diethylphenyl)-1,4-dihydro-2,6-dimethyl-4-oxo-3-pyridinecarboxamide), BrN1C(CCC1=O)=O (N-bromosuccinimide). The solvent is ClCCl (dichloromethane). Product: BrC=1C(C(=C(N(C1C)CCCC)C)C(=O)NC1=C(C=CC=C1CC)CC)=O (5-Bromo-1-butyl-N-(2,6-diethylphenyl)-1,4-dihydro-2,6-dimethyl-4-oxo-3-pyridinecarboxamide). The yield is 61.1%. Reaction SMILES: [CH2:1]([N:5]1[C:10]([CH3:11])=[CH:9][C:8](=[O:12])[C:7]([C:13]([NH:15][C:16]2[C:21]([CH2:22][CH3:23])=[CH:20][CH:19]=[CH:18][C:17]=2[CH2:24][CH3:25])=[O:14])=[C:6]1[CH3:26])[CH2:2][CH2:3][CH3:4].[Br:27]N1C(=O)CCC1=O>ClCCl>[Br:27][C:9]1[C:8](=[O:12])[C:7]([C:13]([NH:15][C:16]2[C:17]([CH2:24][CH3:25])=[CH:18][CH:19]=[CH:20][C:21]=2[CH2:22][CH3:23])=[O:14])=[C:6]([CH3:26])[N:5]([CH2:1][CH2:2][CH2:3][CH3:4])[C:10]=1[CH3:11]. Reported procedure: A mixture of 3.0 g (8.5 mmol, m.p. 110°-112° C.) of 1-butyl-N-(2,6-diethylphenyl)-1,4-dihydro-2,6-dimethyl-4-oxo-3-pyridinecarboxamide and 1.7 g (9.6 mmol) of N-bromosuccinimide was dissolved in 100 ml of dichloromethane, and the mixture was stirred for a day at room temperature. The reaction mixture, transferred to a separatory funnel, was washed with water, saturated sodium bicarbonate and water. The organic layer was dried and concentrated in a known manner to give a crystalline residue, and ... The solvent is C(Cl)Cl (methylene chloride), C(Cl)Cl (methylene chloride). Yields the product Cl.N1(CCCCC1)CCOC1=CC=C(C(=O)O)C=C1 (4-(2-piperidinoethoxy) benzoic acid hydrochloride). Procedure details: Into a 50 ml round bottom flask is placed 6.40 g (33.6 mmol) of p-toluenesulfonyl chloride and 25 ml of methylene chloride. The resulting solution is cooled with an ice bath as 4.00 g (31.0 mmol) of 1-piperidinoethanol in 6 ml of methylene chloride is added dropwise. After the addition is complete, the ice bath is removed and the resulting slurry is stirred for about 12 hours. The reaction mixture is concentrated on a rotary evaporator to yield a solid residue. The solid residue is transferred t... RXN SMILES: C1(C)C=CC(S([Cl:10])(=O)=O)=CC=1.[N:12]1([CH:18](O)[CH3:19])[CH2:17][CH2:16][CH2:15][CH2:14][CH2:13]1.C(OCCCCC)(=O)C.C(=O)([O-])[O-].[K+].[K+].[OH:36][C:37]1[CH:46]=[CH:45][C:40]([C:41]([O:43]C)=[O:42])=[CH:39][CH:38]=1>C(Cl)Cl>[ClH:10].[N:12]1([CH2:18][CH2:19][O:36][C:37]2[CH:46]=[CH:45][C:40]([C:41]([OH:43])=[O:42])=[CH:39][CH:38]=2)[CH2:17][CH2:16][CH2:15][CH2:14][CH2:13]1 |f:3.4.5,8.9|. Starting materials: N1(CCCCC1)C(C)O (1-piperidinoethanol), C1(=CC=C(C=C1)S(=O)(=O)Cl)C (p-toluenesulfonyl chloride), C([O-])([O-])=O.[K+].[K+] (Potassium carbonate), OC1=CC=C(C(=O)OC)C=C1 (methyl 4-hydroxybenzoate), C(C)(=O)OCCCCC (amyl acetate). Yield: 17.4%. Conditions: temperature 145 celsius, time 12 hour. Starting materials: O=C([O-])[O-], C#CCN, O=C(Cl)N1CC(Oc2ccc(Cl)c(Cl)c2)C1, [K+], [K+], C1CCOC1, O. Yields the product C#CCNC(=O)N1CC(Oc2ccc(Cl)c(Cl)c2)C1. Reaction SMILES: [C:17](=[O:18])([O-:19])[O-:20].[CH2:23]([C:24]#[CH:25])[NH2:26].[Cl:1][c:2]1[cH:3][c:4]([O:5][CH:6]2[CH2:7][N:8]([C:10](=[O:11])[Cl:12])[CH2:9]2)[cH:13][cH:14][c:15]1[Cl:16].[K+:21].[K+:22].[O:27]1[CH2:28][CH2:29][CH2:30][CH2:31]1.[OH2:32]>>[Cl:1][c:2]1[cH:3][c:4]([O:5][CH:6]2[CH2:7][N:8]([C:10](=[O:11])[NH:26][CH2:23][C:24]#[CH:25])[CH2:9]2)[cH:13][cH:14][c:15]1[Cl:16]. Reactants: Intermediate 39, CS(=O)(=O)O[C@@H](COC(C1=CC=CC=C1)(C1=CC=CC=C1)C1=CC=CC=C1)C ((R)-1-(trityloxy)propan-2-yl methanesulfonate), Cl.C12CCC(CC1)N2 (7-azabicyclo[2.2.1]heptane hydrochloride). Yields the product C12CCC(CC1)N2[C@H](CO)C ((S)-2-(7-Azabicyclo[2.2.1]heptan-7-yl)propan-1-ol). RXN SMILES: CS(O[C@H:6]([CH3:28])[CH2:7][O:8]C(C1C=CC=CC=1)(C1C=CC=CC=1)C1C=CC=CC=1)(=O)=O.Cl.[CH:30]12[NH:36][CH:33]([CH2:34][CH2:35]1)[CH2:32][CH2:31]2>>[CH:33]12[N:36]([C@@H:6]([CH3:28])[CH2:7][OH:8])[CH:30]([CH2:35][CH2:34]1)[CH2:31][CH2:32]2 |f:1.2|. Reported procedure: The title compound was synthesized as described in Intermediate 39 (steps 2-3) using (R)-1-(trityloxy)propan-2-yl methanesulfonate and 7-azabicyclo[2.2.1]heptane hydrochloride as starting materials. 1H NMR (DMSO-d6): δ 4.36 (t, 1H), 3.42 (m, 3H), 3.07 (m, 1H), 2.26 (m, 1H), 1.54 (m, 4H), 1.18 (m, 4H), 0.96 (d, 3H).